Task: describe an organic reaction: reactants, conditions, products, and yield. Dataset: the Open Reaction Database (ORD), a public repository of structured organic reaction records The reactants are ice, [N+](=[N-])=C (diazomethane), [N+](=O)([O-])C1=C(C(=S)O)C=C(C=C1)C (2-nitro-5-methylthiobenzoic acid). Run in CO (methanol). The product is [N+](=O)([O-])C1=C(C(=S)OC)C=C(C=C1)C (methyl 2-nitro-5-methylthiobenzoate). Reaction SMILES: [N+:1]([C:4]1[CH:12]=[CH:11][C:10]([CH3:13])=[CH:9][C:5]=1[C:6]([OH:8])=[S:7])([O-:3])=[O:2].[N+](=[CH2:16])=[N-]>CO>[N+:1]([C:4]1[CH:12]=[CH:11][C:10]([CH3:13])=[CH:9][C:5]=1[C:6]([O:8][CH3:16])=[S:7])([O-:3])=[O:2]. Procedure details: To an ice cold solution of 52.1 g. of 2-nitro-5-methylthiobenzoic acid in 250 ml. of methanol was added an ethereal solution of diazomethane until thin layer chromatography indicated the reaction was complete. The resulting solution was evaporated to dryness and used as such. In one case the crude product was crystallized from methanol to give yellow needles of methyl 2-nitro-5-methylthiobenzoate, mp 53°-54°.